Dataset: the Open Reaction Database (ORD), a public repository of structured organic reaction records. Task: describe an organic reaction: reactants, conditions, products, and yield Starting materials: CO, CC1Cc2cc(OC3CCCCO3)ccc2C2CCC3(C)C(=C(F)F)CCC3C12, O, O=C(O)C(=O)O. The product is CC1Cc2cc(O)ccc2C2CCC3(C)C(=C(F)F)CCC3C12. Reaction SMILES: [CH3:36][OH:37].[F:1][C:2](=[C:3]1[C:4]2([CH3:5])[CH:6]([CH2:7][CH2:8]1)[CH:9]1[CH:10]([CH3:28])[CH2:11][c:12]3[cH:13][c:14]([O:21][CH:22]4[CH2:23][CH2:24][CH2:25][CH2:26][O:27]4)[cH:15][cH:16][c:17]3[CH:18]1[CH2:19][CH2:20]2)[F:29].[OH2:38].[OH:30][C:31]([C:32](=[O:33])[OH:34])=[O:35]>>[F:1][C:2](=[C:3]1[C:4]2([CH3:5])[CH:6]([CH2:7][CH2:8]1)[CH:9]1[CH:10]([CH3:28])[CH2:11][c:12]3[cH:13][c:14]([OH:21])[cH:15][cH:16][c:17]3[CH:18]1[CH2:19][CH2:20]2)[F:29].